This data is from the Open Reaction Database (ORD), a public repository of structured organic reaction records. The task is: describe an organic reaction: reactants, conditions, products, and yield Starting materials: O=C1NC(=O)c2ccccc21, O=C1OCc2ccccc21, CN(C)C=O, Cl, [K]. The product is O=C(O)c1ccccc1CN1C(=O)c2ccccc2C1=O. As a reaction SMILES: [C:11]1(=[O:21])[c:12]2[c:13]([cH:17][cH:18][cH:19][cH:20]2)[C:14](=[O:16])[NH:15]1.[C:1]1(=[O:10])[O:2][CH2:3][c:4]2[cH:5][cH:6][cH:7][cH:8][c:9]21.[CH3:24][N:25]([CH3:26])[CH:27]=[O:28].[ClH:23].[K:22]>>[C:1](=[O:2])([c:9]1[c:4]([CH2:3][N:15]2[C:11](=[O:21])[c:12]3[c:13]([cH:17][cH:18][cH:19][cH:20]3)[C:14]2=[O:16])[cH:5][cH:6][cH:7][cH:8]1)[OH:10]. The reactants are ClC=1C(=NC=C(C1)C(F)(F)F)C(CNC(C1=C(C=CC=C1)C(F)(F)F)=O)=NOCC (N-[2-[3-chloro-5-(trifluoromethyl)pyridin-2-yl]-2-(ethoxyimino)ethyl]-2-(trifluoromethyl)benzamide), C(C1=CC=CC=C1)(=O)C1=CC=CC=C1 (benzophenone), quartz. Run in C(C)#N (acetonitrile). Yields the product ClC=1C(=NC=C(C1)C(F)(F)F)\C(\CNC(C1=C(C=CC=C1)C(F)(F)F)=O)=N/OCC ((Z)—N-[2-[3-chloro-5-(trifluoromethyl)pyridin-2-yl]-2-(ethoxyimino)ethyl]-2-(trifluoromethyl)benzamide). The yield is 87.5%. As a reaction SMILES: [Cl:1][C:2]1[C:3]([C:12](=[N:27][O:28][CH2:29][CH3:30])[CH2:13][NH:14][C:15](=[O:26])[C:16]2[CH:21]=[CH:20][CH:19]=[CH:18][C:17]=2[C:22]([F:25])([F:24])[F:23])=[N:4][CH:5]=[C:6]([C:8]([F:11])([F:10])[F:9])[CH:7]=1.C(C1C=CC=CC=1)(=O)C1C=CC=CC=1>C(#N)C>[Cl:1][C:2]1[C:3](/[C:12](=[N:27]\[O:28][CH2:29][CH3:30])/[CH2:13][NH:14][C:15](=[O:26])[C:16]2[CH:21]=[CH:20][CH:19]=[CH:18][C:17]=2[C:22]([F:24])([F:25])[F:23])=[N:4][CH:5]=[C:6]([C:8]([F:9])([F:11])[F:10])[CH:7]=1. Reported procedure: To 48 mg of N-[2-[3-chloro-5-(trifluoromethyl)pyridin-2-yl]-2-(ethoxyimino)ethyl]-2-(trifluoromethyl)benzamide in 3 ml of acetonitrile, 1 mg of benzophenone was added, and the mixture was irradiated with light for 4 hours in a quartz cell (manufactured by Fine, 4 clear windows for spectroscopy) using a 100 W high-pressure mercury lamp (manufactured by USHIO INC., lamp: UM-102, power supply: UM-103B-B). After completion of the reaction, the solvent was evaporated under reduced pressure, and the r...